From a dataset of the Open Reaction Database (ORD), a public repository of structured organic reaction records. describe an organic reaction: reactants, conditions, products, and yield The reactants are C([O-])([O-])=O.[K+].[K+] (Potassium carbonate), FC1=CC=C(C=C1)C(S(=O)(=O)C1=CC=C(C=C1)C)[N+]#[C-] (1-fluoro-4-{isocyano[(4-methylphenyl)sulfonyl]methyl}benzene), O=C(\C=N\C1CN(C1)C(=O)OC(C)(C)C)C (tert-Butyl 3-{[(1E)-2-oxopropylidene]amino}azetidine-1-carboxylate). The solvent is CN(C)C=O (DMF). Reaction conditions: time 16 hour. The product is C(C)(=O)C1=C(N=CN1C1CN(C1)C(=O)OC(C)(C)C)C1=CC=C(C=C1)F (tert-Butyl 3-[5-acetyl-4-(4-fluorophenyl)-1H-imidazol-1-yl]azetidine-1-carboxylate). Reaction SMILES: C(=O)([O-])[O-].[K+].[K+].[F:7][C:8]1[CH:13]=[CH:12][C:11]([CH:14]([N+:25]#[C-:26])S(C2C=CC(C)=CC=2)(=O)=O)=[CH:10][CH:9]=1.[O:27]=[C:28]([CH3:42])/[CH:29]=[N:30]/[CH:31]1[CH2:34][N:33]([C:35]([O:37][C:38]([CH3:41])([CH3:40])[CH3:39])=[O:36])[CH2:32]1>CN(C=O)C>[C:28]([C:29]1[N:30]([CH:31]2[CH2:34][N:33]([C:35]([O:37][C:38]([CH3:41])([CH3:40])[CH3:39])=[O:36])[CH2:32]2)[CH:26]=[N:25][C:14]=1[C:11]1[CH:10]=[CH:9][C:8]([F:7])=[CH:13][CH:12]=1)(=[O:27])[CH3:42] |f:0.1.2|. Reported procedure: Potassium carbonate (15.0 g, 108 mmol) was added to a solution of 1-fluoro-4-{isocyano[(4-methylphenyl)sulfonyl]methyl}benzene (C2, see Organic Syntheses; Wiley & Sons: New York, 2004; Collect. Vol. 10, p. 692) (12.5 g, 43.2 mmol) and tert-butyl 3-{[(1E)-2-oxopropylidene]amino}azetidine-1-carboxylate (C1) (10 g, 44 mmol) in DMF (150 mL). The mixture was stirred for 16 hours at room temperature, then partitioned between ethyl acetate (500 mL) and water (500 mL). The organic layer was washed with ... The reactants are C(C)OC(=O)C1(CC1)C1=CC=C(C=C1)C1=CC=C(C=C1)C1=C(C(=NO1)C)N (1-[4′-(4-amino-3-methyl-isoxazol-5-yl)-biphenyl-4-yl]-cyclopropanecarboxylic acid ethyl ester), BrC1=NC(=CC=C1)OC(C)(C)C (2-bromo-6-tert-butoxy-pyridine). The product is C(C)OC(=O)C1(CC1)C1=CC=C(C=C1)C1=CC=C(C=C1)C1=C(C(=NO1)C)NC1=NC(=CC=C1)OC(C)(C)C (1-{4′-[4-(6-tert-Butoxy-pyridin-2-ylamino)-3-methyl-isoxazol-5-yl]-biphenyl-4-yl}-cyclopropanecarboxylic acid ethyl ester). RXN SMILES: [CH2:1]([O:3][C:4]([C:6]1([C:9]2[CH:14]=[CH:13][C:12]([C:15]3[CH:20]=[CH:19][C:18]([C:21]4[O:25][N:24]=[C:23]([CH3:26])[C:22]=4[NH2:27])=[CH:17][CH:16]=3)=[CH:11][CH:10]=2)[CH2:8][CH2:7]1)=[O:5])[CH3:2].Br[C:29]1[CH:34]=[CH:33][CH:32]=[C:31]([O:35][C:36]([CH3:39])([CH3:38])[CH3:37])[N:30]=1>>[CH2:1]([O:3][C:4]([C:6]1([C:9]2[CH:10]=[CH:11][C:12]([C:15]3[CH:20]=[CH:19][C:18]([C:21]4[O:25][N:24]=[C:23]([CH3:26])[C:22]=4[NH:27][C:29]4[CH:34]=[CH:33][CH:32]=[C:31]([O:35][C:36]([CH3:39])([CH3:38])[CH3:37])[N:30]=4)=[CH:17][CH:16]=3)=[CH:13][CH:14]=2)[CH2:8][CH2:7]1)=[O:5])[CH3:2]. Reported procedure: Prepared according to the procedure described in Example 290, Step 1, using 1-[4′-(4-amino-3-methyl-isoxazol-5-yl)-biphenyl-4-yl]-cyclopropanecarboxylic acid ethyl ester and 2-bromo-6-tert-butoxy-pyridine. Starting materials: C=O (Paraformaldehyde), BrC=1C=C(C=C(C1)OC)CCN (2-(3-bromo-5-methoxyphenyl)ethanamine). The solvent is C(=O)O (formic acid). Run at time 30 minute. Product: BrC=1C=C(C=C2CCNCC12)OC (8-bromo-6-methoxy-1,2,3,4-tetrahydroisoquinoline). Yield: 98.6%. RXN SMILES: [CH2:1]=O.[Br:3][C:4]1[CH:5]=[C:6]([CH2:12][CH2:13][NH2:14])[CH:7]=[C:8]([O:10][CH3:11])[CH:9]=1>C(O)=O>[Br:3][C:4]1[CH:9]=[C:8]([O:10][CH3:11])[CH:7]=[C:6]2[C:5]=1[CH2:1][NH:14][CH2:13][CH2:12]2. Procedure details: Paraformaldehyde (660 mg; WAKO) was added to a formic acid (50 mL) solution of Intermediate 4 (4.33 g) at 50° C. and the resulting mixture was stirred as it was for 13 hours and 30 minutes. The solvent was evaporated under reduced pressure followed by the addition of dichloromethane (100 mL) and 1 N aqueous sodium hydroxide solution (100 mL) to extract the reaction mixture, and the aqueous layer was further extracted with dichloromethane. The organic layer was combined and dried and then the sol... Reactants: [Li+].CC(C)[N-]C(C)C (LDA), C(C)(C)(C)[Si](O[C@H]1CC[C@H](CC1)N1C(CCC1)=O)(C)C (cis-1-[4-(tert-butyl-dimethyl-silanyloxy)-cyclohexyl]-pyrrolidin-2-one), C(C1=CC=CC=C1)OC=1C=C(C(=C(C1)Cl)CBr)Cl (5-benzyloxy-2-bromomethyl-1,3-dichloro-benzene). The solvent is C(=O)(O)[O-].[Na+] (NaHCO3), CCOC(=O)C (EtOAc), C1CCOC1 (THF), C1CCOC1 (THF). Reaction conditions: temperature -78 celsius, time 30 minute. Yields the product C(C1=CC=CC=C1)OC1=CC(=C(CC2C(N(CC2)[C@@H]2CC[C@@H](CC2)O[Si](C)(C)C(C)(C)C)=O)C(=C1)Cl)Cl (3-(4-Benzyloxy-2,6-dichloro-benzyl)-1-[cis-4-(tert-butyl-dimethyl-silanyloxy)-cyclohexyl]-pyrrolidin-2-one). RXN SMILES: [C:1]([Si:5]([CH3:20])([CH3:19])[O:6][C@@H:7]1[CH2:12][CH2:11][C@H:10]([N:13]2[CH2:17][CH2:16][CH2:15][C:14]2=[O:18])[CH2:9][CH2:8]1)([CH3:4])([CH3:3])[CH3:2].[Li+].CC([N-]C(C)C)C.[CH2:29]([O:36][C:37]1[CH:38]=[C:39]([Cl:46])[C:40]([CH2:44]Br)=[C:41]([Cl:43])[CH:42]=1)[C:30]1[CH:35]=[CH:34][CH:33]=[CH:32][CH:31]=1>C1COCC1.C([O-])(O)=O.[Na+].CCOC(C)=O>[CH2:29]([O:36][C:37]1[CH:38]=[C:39]([Cl:46])[C:40]([CH2:44][CH:15]2[CH2:16][CH2:17][N:13]([C@H:10]3[CH2:9][CH2:8][C@@H:7]([O:6][Si:5]([C:1]([CH3:4])([CH3:3])[CH3:2])([CH3:20])[CH3:19])[CH2:12][CH2:11]3)[C:14]2=[O:18])=[C:41]([Cl:43])[CH:42]=1)[C:30]1[CH:31]=[CH:32][CH:33]=[CH:34][CH:35]=1 |f:1.2,5.6|. Procedure details: Dissolve 2 g (6.7 mmol) cis-1-[4-(tert-butyl-dimethyl-silanyloxy)-cyclohexyl]-pyrrolidin-2-one (Preparation 69) in 40 mL of dry THF and cool to −78° C. Add 4 mL 2M LDA dropwise and continue stirring at −78° C. for 30 minutes. Allow the mixture to warm to −40° C. for 0.5 hour then re-cool to −78° C. Add a solution of 2.3 g (6.6 mmol) of the 5-benzyloxy-2-bromomethyl-1,3-dichloro-benzene (Preparation 70) in 20 mL dry THF dropwise, remove the cooling bath and stir the reaction at ambient temperatur... Reactants: CN(C)C=O, Clc1ccc(Cl)nn1, FC(F)(F)c1cccc(NC2CCCNC2)c1, [Na+], [Na+], O=C([O-])[O-], O. The product is FC(F)(F)c1cccc(NC2CCCN(c3ccc(Cl)nn3)C2)c1. As a reaction SMILES: [CH3:32][N:33]([CH3:34])[CH:35]=[O:36].[Cl:1][c:2]1[n:3][n:4][c:5]([Cl:8])[cH:6][cH:7]1.[F:9][C:10]([c:11]1[cH:12][c:13]([NH:17][CH:18]2[CH2:19][NH:20][CH2:21][CH2:22][CH2:23]2)[cH:14][cH:15][cH:16]1)([F:24])[F:25].[Na+:26].[Na+:27].[O-:28][C:29](=[O:30])[O-:31].[OH2:37]>>[Cl:1][c:2]1[n:3][n:4][c:5]([N:20]2[CH2:19][CH:18]([NH:17][c:13]3[cH:12][c:11]([C:10]([F:9])([F:24])[F:25])[cH:16][cH:15][cH:14]3)[CH2:23][CH2:22][CH2:21]2)[cH:6][cH:7]1. Starting materials: N#Cc1ccc(C=O)cc1, CC(=O)[O-], CC(=O)OC(C)=O, CC(=O)O, [Na+], O=C1CNC(=O)N1. Yields the product N#Cc1ccc(C=C2NC(=O)NC2=O)cc1. As a reaction SMILES: [C:1](#[N:2])[c:3]1[cH:4][cH:5][c:6]([CH:7]=[O:8])[cH:9][cH:10]1.[CH3:19][C:20](=[O:21])[O-:22].[CH3:23][C:24]([O:25][C:26](=[O:27])[CH3:28])=[O:29].[CH3:30][C:31](=[O:32])[OH:33].[Na+:18].[O:11]=[C:12]1[CH2:13][NH:14][C:15](=[O:16])[NH:17]1>>[C:1](#[N:2])[c:3]1[cH:4][cH:5][c:6]([CH:7]=[C:13]2[C:12](=[O:11])[NH:17][C:15](=[O:16])[NH:14]2)[cH:9][cH:10]1.